This data is from the Open Reaction Database (ORD), a public repository of structured organic reaction records. The task is: describe an organic reaction: reactants, conditions, products, and yield Yields the product CC1C(c2cc(C(F)(F)F)cc(C(F)(F)F)c2)OC(=O)N1Cc1cc(C(F)(F)F)ccc1I. Reactants: FC(F)(F)c1ccc(I)c(CBr)c1, CC1NC(=O)OC1c1cc(C(F)(F)F)cc(C(F)(F)F)c1, [H-], [Na+]. RXN SMILES: [Br:24][CH2:25][c:26]1[c:27]([I:36])[cH:28][cH:29][c:30]([C:32]([F:33])([F:34])[F:35])[cH:31]1.[F:1][C:2]([c:3]1[cH:4][c:5]([CH:13]2[CH:14]([CH3:19])[NH:15][C:16](=[O:18])[O:17]2)[cH:6][c:7]([C:9]([F:10])([F:11])[F:12])[cH:8]1)([F:20])[F:21].[H-:23].[Na+:22]>>[F:1][C:2]([c:3]1[cH:4][c:5]([CH:13]2[CH:14]([CH3:19])[N:15]([CH2:25][c:26]3[c:27]([I:36])[cH:28][cH:29][c:30]([C:32]([F:33])([F:34])[F:35])[cH:31]3)[C:16](=[O:18])[O:17]2)[cH:6][c:7]([C:9]([F:10])([F:11])[F:12])[cH:8]1)([F:20])[F:21]. The reactants are ONC(C1=C(C=CC=C1)NC1=CC=CC=C1)=O (N-hydroxy-2-(phenylamino)benzamide), C1(=CC=C(C=C1)S(=O)(=O)O)C (p-toluene sulfonic acid), C=O (paraformaldehyde). Solvent: C1(=CC=CC=C1)C (toluene). Run at time 30 minute. Product: ON1CN(C2=CC=CC=C2C1=O)C1=CC=CC=C1 (2,3-dihydro-3-hydroxy-1-phenyl-4(1H)-quinazolinone). Isolated yield 40.0%. RXN SMILES: [OH:1][NH:2][C:3](=[O:17])[C:4]1[CH:9]=[CH:8][CH:7]=[CH:6][C:5]=1[NH:10][C:11]1[CH:16]=[CH:15][CH:14]=[CH:13][CH:12]=1.[C:18]1(C)C=CC(S(O)(=O)=O)=CC=1.C=O>C1(C)C=CC=CC=1>[OH:1][N:2]1[C:3](=[O:17])[C:4]2[C:5](=[CH:6][CH:7]=[CH:8][CH:9]=2)[N:10]([C:11]2[CH:16]=[CH:15][CH:14]=[CH:13][CH:12]=2)[CH2:18]1. Procedure details: A mixture of N-hydroxy-2-(phenylamino)benzamide (1.4 g, 6.15 mmol), p-toluene sulfonic acid (400 ml), and paraformaldehyde (200 mg, 6.75 mmol) in toluene (50 ml) is stirred at room temperature for 30 minutes. The reaction mixture is heated for 10 minutes (in an oil bath preheated to 120°-130° C.) using a Dean-Stark trap to collect water. The reaction mixture is cooled and diluted with ethyl acetate (50 ml) and is extracted with saturated aqueous NaHCO3 (4×50 ml) and water (50 ml). The organic la... Reactants: C1=CC(=CC=2[C@@]34CCCC[C@H]3[C@@H](CC12)NCC4)C(C)=O ((-)-1-(morphinan-3-yl)-ethanone), C([O-])(O)=O.[Na+] (sodium bicarbonate), C1(CC1)CCl (cyclopropylmethyl chloride). The solvent is CN(C=O)C (dimethylformamide). Product: C1(CC1)CN1[C@H]2[C@@H]3CCCC[C@@]3(C=3C=C(C=CC3C2)C(C)=O)CC1 ((-)-1-[N-(cyclopropylmethyl)morphinan-3-yl]ethanone). Yield: 83.3%. As a reaction SMILES: [CH:1]1[C:14]2[CH2:13][C@H:12]3[NH:15][CH2:16][CH2:17][C@:6]4([C@H:11]3[CH2:10][CH2:9][CH2:8][CH2:7]4)[C:5]=2[CH:4]=[C:3]([C:18](=[O:20])[CH3:19])[CH:2]=1.C(=O)(O)[O-].[Na+].[CH:26]1([CH2:29]Cl)[CH2:28][CH2:27]1>CN(C)C=O>[CH:26]1([CH2:29][N:15]2[CH2:16][CH2:17][C@@:6]34[C:5]5[CH:4]=[C:3]([C:18](=[O:20])[CH3:19])[CH:2]=[CH:1][C:14]=5[CH2:13][C@@H:12]2[C@@H:11]3[CH2:10][CH2:9][CH2:8][CH2:7]4)[CH2:28][CH2:27]1 |f:1.2|. Procedure: To a mixture of 0.8 g of (-)-1-(morphinan-3-yl)-ethanone, 0.6 g of sodium bicarbonate and 10 ml dimethylformamide, was added 0.3 g of cyclopropylmethyl chloride. After the mixture had been heated at reflux for 18 hours, it was cooled to room temperature and filtered. The filtrate was concentrated under reduced pressure and the residue was dissolved in 60 ml ether. The ether solution was washed with water, dried over magnesium sulfate and removal of the solvent gave 0.8 g (83%) of crude (-)-1-[N-... The reactants are C[Si](Cl)(C)C (Trimethylchlorosilane), CC=1C(NC(NC1)=O)=O (5-methyluracil). The solvent is C[Si](C)(C)N[Si](C)(C)C (hexamethylsilazane). Product: C[Si](C)(C)C1=C(C(N(C(N1)=O)[Si](C)(C)C)=O)C (bis(trimethylsilyl)-5-methyluracil). As a reaction SMILES: [CH3:1][Si:2]([CH3:5])([CH3:4])Cl.[CH3:6][C:7]1[C:8](=[O:14])[NH:9][C:10](=[O:13])[NH:11][CH:12]=1>C[Si](N[Si](C)(C)C)(C)C>[CH3:1][Si:2]([C:12]1[NH:11][C:10](=[O:13])[N:9]([Si:2]([CH3:5])([CH3:4])[CH3:1])[C:8](=[O:14])[C:7]=1[CH3:6])([CH3:5])[CH3:4]. Procedure details: Trimethylchlorosilane (4 ml) was added to a suspension of 5-methyluracil (thymine) (5 g) in hexamethylsilazane (20 ml) followed by refluxing for 5 hours. The resulting ammonium chloride was removed by filtration and the filtrate was evaporated to give bis(trimethylsilyl)-5-methyluracil as oil. To a solution of the oil in dry dichloromethane (10 ml) was added 2-methyl-1,3-dioxolane (15 ml) and then was added dropwise stannic chloride (5 ml). After allowing the mixture to stand at room temperature... Reactants: Cc1ccccc1, OC(c1ccccc1)c1ccccc1, O, OC1CCNCC1, Cc1ccc(S(=O)(=O)O)cc1. Product: c1ccc(C(OC2CCNCC2)c2ccccc2)cc1. RXN SMILES: [CH3:34][c:35]1[cH:36][cH:37][cH:38][cH:39][cH:40]1.[CH:1]([c:2]1[cH:3][cH:4][cH:5][cH:6][cH:7]1)([c:8]1[cH:9][cH:10][cH:11][cH:12][cH:13]1)[OH:14].[OH2:22].[OH:15][CH:16]1[CH2:17][CH2:18][NH:19][CH2:20][CH2:21]1.[c:23]1([CH3:24])[cH:25][cH:26][c:27]([S:28]([OH:29])(=[O:30])=[O:31])[cH:32][cH:33]1>>[CH:1]([c:2]1[cH:3][cH:4][cH:5][cH:6][cH:7]1)([c:8]1[cH:9][cH:10][cH:11][cH:12][cH:13]1)[O:14][CH:16]1[CH2:17][CH2:18][NH:19][CH2:20][CH2:21]1. The reactants are BrC1=CC=CC=C1 (bromobenzene), [Mg] (magnesium), ice, CN(CC#CC(O)C1=CC=CC=C1)C (4-Dimethylamino-1-phenyl-2-butyn-1-ol), [Cl-].[NH4+] (ammonium chloride). The solvent is C(C)OCC (ethyl ether), C(C)OCC (ethyl ether), C(C)OCC (ethyl ether). Yields the product CN(CC=C(C(O)C1=CC=CC=C1)C1=CC=CC=C1)C (4-dimethylamino-1,2-diphenyl-2-buten-1-ol). Isolated yield 27.6%. RXN SMILES: Br[C:2]1[CH:7]=[CH:6][CH:5]=[CH:4][CH:3]=1.[Mg].[CH3:9][N:10]([CH3:22])[CH2:11][C:12]#[C:13][CH:14]([C:16]1[CH:21]=[CH:20][CH:19]=[CH:18][CH:17]=1)[OH:15].[Cl-].[NH4+]>C(OCC)C>[CH3:22][N:10]([CH3:9])[CH2:11][CH:12]=[C:13]([C:2]1[CH:7]=[CH:6][CH:5]=[CH:4][CH:3]=1)[CH:14]([C:16]1[CH:21]=[CH:20][CH:19]=[CH:18][CH:17]=1)[OH:15] |f:3.4|. Reported procedure: A solution of bromobenzene (24.8 g) in ethyl ether (120 cc) is added dropwise over approximately 1 hour to a suspension of magnesium turnings (3.85 g) in ethyl ether (100 cc). 4-Dimethylamino-1-phenyl-2-butyn-1-ol (10 g) in ethyl ether (30 cc) is added over approximately 15 minutes to the black solution obtained. The reaction mixture is then refluxed for 3 hours and 30 minutes, and then poured into a mixture of ice (400 g) and a saturated aqueous solution (200 cc) of ammonium chloride. The organ... Starting materials: C([O-])([O-])=O.[Na+].[Na+] (sodium carbonate), C(C)(=O)OC(C)=O (Acetic anhydride), C[C@]12CC[C@@H](CC1=CC[C@@H]3[C@@H]2CC[C@]4([C@H]3CC=C4C=5C=CC=NC5)C)O (Abiraterone), CO (methanol). Run in C(C)(=O)OCC (ethyl acetate), C(C)(=O)OCC (ethyl acetate). Conditions: temperature 70 celsius, time 2 hour. Yields the product CC(=O)O[C@H]1CC[C@@]2([C@H]3CC[C@]4([C@H]([C@@H]3CC=C2C1)CC=C4C=5C=CC=NC5)C)C (Abiraterone Acetate). As a reaction SMILES: [C:1]([O:4][C:5](=[O:7])[CH3:6])(=O)[CH3:2].[CH3:8][C@@:9]12[C@H:18]3[CH2:19][CH2:20][C@:21]4([CH3:32])[C:25]([C:26]5[CH:27]=[CH:28][CH:29]=[N:30][CH:31]=5)=[CH:24][CH2:23][C@H:22]4[C@@H:17]3[CH2:16][CH:15]=[C:14]1[CH2:13][C@@H](O)C[CH2:10]2.CO.C(=O)([O-])[O-].[Na+].[Na+]>C(OCC)(=O)C>[CH3:6][C:5]([O:4][C@@H:1]1[CH2:13][C:14]2[C@@:9]([CH3:10])([C@@H:18]3[C@@H:17]([CH2:16][CH:15]=2)[C@@H:22]2[CH2:23][CH:24]=[C:25]([C:26]4[CH:27]=[CH:28][CH:29]=[N:30][CH:31]=4)[C@@:21]2([CH3:32])[CH2:20][CH2:19]3)[CH2:8][CH2:2]1)=[O:7] |f:3.4.5|. Procedure details: Acetic anhydride (70 g) is added to a suspension of Abiraterone (16 g) in ethyl acetate (48 mL) The mixture is heated to 70° C. until the reaction is complete (about 20 h); the temperature is then reduced to about 50° C. and methanol (28 mL) is added. The resulting mixture is maintained under stirring for 2 h, cooled to room temperature, and ethyl acetate (110 mL) and an aqueous solution of sodium carbonate (450 mL) are added. The phases are separated and the organic phase is treated with decolo...